This data is from the Open Reaction Database (ORD), a public repository of structured organic reaction records. The task is: describe an organic reaction: reactants, conditions, products, and yield The reactants are C1(=C(C(=CC(=C1)C)C)S(=O)(=O)ON)C (O-(mesitylsulfonyl)hydroxylamine), ClC=1C=CC(=NC1)N (5-chloropyridin-2-amine). The solvent is C(Cl)Cl (CH2Cl2), C(Cl)Cl (CH2Cl2). Conditions: time 20 minute. The product is CC1=C(C(=CC(=C1)C)C)S(=O)(=O)[O-].NN1C(C=CC(=C1)Cl)=[NH2+] (1-Amino-5-chloropyridin-2(1H)-iminium 2,4,6-trimethylbenzenesulfonate). Yield: 73.0%. As a reaction SMILES: [C:1]1([CH3:14])[CH:6]=[C:5]([CH3:7])[CH:4]=[C:3]([CH3:8])[C:2]=1[S:9]([O:12][NH2:13])(=[O:11])=[O:10].[Cl:15][C:16]1[CH:17]=[CH:18][C:19]([NH2:22])=[N:20][CH:21]=1>C(Cl)Cl>[CH3:8][C:3]1[CH:4]=[C:5]([CH3:7])[CH:6]=[C:1]([CH3:14])[C:2]=1[S:9]([O-:12])(=[O:11])=[O:10].[NH2:13][N:20]1[CH:21]=[C:16]([Cl:15])[CH:17]=[CH:18][C:19]1=[NH2+:22] |f:3.4|. Reported procedure: The fresh solution of O-(mesitylsulfonyl)hydroxylamine (2.14 g, 9.96 mmol, Eq: 1.00) in CH2Cl2 prepared in the previous step was added dropwise at 0° C. to a solution of 5-chloropyridin-2-amine (1.28 g, 9.96 mmol, Eq: 1.00) in CH2Cl2 (20 ml). The suspension was stirred for 20 min and then filtered. The residue was washed with DCM and dried under high vacuum to give the desired product as a white powder (2.5 g, 73%). MS m/z=144.03 (M−MsO+H+) Reactants: C=CCC1(C)CC(c2cccc(Cl)c2)C(c2ccc(Cl)cc2)N(C(CO)C2CC2)C1=O, CC(C)S(N)(=O)=O. Yields the product C=CCC1(C)CC(c2cccc(Cl)c2)C(c2ccc(Cl)cc2)N(C(CNS(=O)(=O)C(C)C)C2CC2)C1=O. Reaction SMILES: [CH2:1]([CH:2]=[CH2:3])[C:4]1([CH3:31])[C:5](=[O:30])[N:6]([CH:24]([CH2:25][OH:26])[CH:27]2[CH2:28][CH2:29]2)[CH:7]([c:17]2[cH:18][cH:19][c:20]([Cl:23])[cH:21][cH:22]2)[CH:8]([c:10]2[cH:11][c:12]([Cl:16])[cH:13][cH:14][cH:15]2)[CH2:9]1.[CH:32]([CH3:33])([CH3:34])[S:35](=[O:36])(=[O:37])[NH2:38]>>[CH2:1]([CH:2]=[CH2:3])[C:4]1([CH3:31])[C:5](=[O:30])[N:6]([CH:24]([CH2:25][NH:38][S:35]([CH:32]([CH3:33])[CH3:34])(=[O:36])=[O:37])[CH:27]2[CH2:28][CH2:29]2)[CH:7]([c:17]2[cH:18][cH:19][c:20]([Cl:23])[cH:21][cH:22]2)[CH:8]([c:10]2[cH:11][c:12]([Cl:16])[cH:13][cH:14][cH:15]2)[CH2:9]1. Reactants: CC(C)(C)OC(=O)Nc1ncc(C#Cc2cncc(C(=O)N=S(C)(=O)c3ccccc3)c2)s1, ClCCl, O=C(O)C(F)(F)F. Product: CS(=O)(=NC(=O)c1cncc(C#Cc2cnc(N)s2)c1)c1ccccc1. Reaction SMILES: [CH3:1][S:2]([c:3]1[cH:4][cH:5][cH:6][cH:7][cH:8]1)(=[O:9])=[N:10][C:11](=[O:12])[c:13]1[cH:14][c:15]([C:19]#[C:20][c:21]2[cH:22][n:23][c:24]([NH:26][C:27](=[O:28])[O:29][C:30]([CH3:31])([CH3:32])[CH3:33])[s:25]2)[cH:16][n:17][cH:18]1.[Cl:41][CH2:42][Cl:43].[OH:34][C:35]([C:36]([F:37])([F:38])[F:39])=[O:40]>>[CH3:1][S:2]([c:3]1[cH:4][cH:5][cH:6][cH:7][cH:8]1)(=[O:9])=[N:10][C:11](=[O:12])[c:13]1[cH:14][c:15]([C:19]#[C:20][c:21]2[cH:22][n:23][c:24]([NH2:26])[s:25]2)[cH:16][n:17][cH:18]1. Reactants: ClC(Cl)Cl, O=C(OO)c1cccc(Cl)c1, C=C(C)c1ccc(Cl)cc1. The product is CC1(c2ccc(Cl)cc2)CO1. Reaction SMILES: [CH:22]([Cl:23])([Cl:24])[Cl:25].[Cl:11][c:12]1[cH:13][cH:14][cH:15][c:16]([C:17]([O:18][OH:20])=[O:19])[cH:21]1.[Cl:1][c:2]1[cH:3][cH:4][c:5]([C:6](=[CH2:7])[CH3:8])[cH:9][cH:10]1>>[Cl:1][c:2]1[cH:3][cH:4][c:5]([C:6]2([CH3:8])[CH2:7][O:19]2)[cH:9][cH:10]1. The reactants are ClC(C#N)(Cl)Cl (trichloroacetonitrile), C(CC(=O)C)(=O)OCC (ethyl acetoacetate), [Na] (sodium), ClC(C#N)(Cl)Cl (trichloroacetonitrile). Run at temperature 50 celsius. The product is C(C)(=O)/C(/C(=O)OCC)=C(\C(Cl)(Cl)Cl)/N (ethyl 2-acetyl-3-amino-4,4,4-trichlorocrotonate). As a reaction SMILES: [C:1]([O:7][CH2:8][CH3:9])(=[O:6])[CH2:2][C:3]([CH3:5])=[O:4].[Na].[Cl:11][C:12]([Cl:16])([Cl:15])[C:13]#[N:14]>>[C:3](/[C:2](=[C:13](/[NH2:14])\[C:12]([Cl:16])([Cl:15])[Cl:11])/[C:1]([O:7][CH2:8][CH3:9])=[O:6])(=[O:4])[CH3:5] |^1:9|. Reported procedure: To 130.14 g (1.00 mole) of ethyl acetoacetate was added 1.5 g of sodium. The reaction temperature increased spontaneously to 50° C. The reaction mixture was cooled with an ice bath. To the cooled reaction mixture was added, with vigorous stirring at 30°-50° C., 144.3 g (1.00 mole) of trichloroacetonitrile in 30 minutes. After complete addition of the trichloroacetonitrile, the reaction mixture was cooled with a dry ice bath. No precipitate of the ethyl 2-acetyl-3-amino-4,4,4-trichlorocrotonate f... The reactants are ClC1CC2=C(SC3=C1C=C(C=C3)F)C=C(C=C2)C (10-chloro-8-fluoro-10,11-dihydro-3-methyldibenzo[b,f]thiepin), CN1CCNCC1 (N-methylpiperazine). Solvent: C(Cl)(Cl)Cl (chloroform). Product: FC=1C=CC2=C(C(CC3=C(S2)C=C(C=C3)C)N3CCN(CC3)C)C1 (1-{8-fluoro10,11-dihydro-3-methyl-dibenzo[b,f]thiepin-10-yl}-4-methylpiperazine). Reaction SMILES: Cl[CH:2]1[C:8]2[CH:9]=[C:10]([F:13])[CH:11]=[CH:12][C:7]=2[S:6][C:5]2[CH:14]=[C:15]([CH3:18])[CH:16]=[CH:17][C:4]=2[CH2:3]1.[CH3:19][N:20]1[CH2:25][CH2:24][NH:23][CH2:22][CH2:21]1>C(Cl)(Cl)Cl>[F:13][C:10]1[CH:11]=[CH:12][C:7]2[S:6][C:5]3[CH:14]=[C:15]([CH3:18])[CH:16]=[CH:17][C:4]=3[CH2:3][CH:2]([N:23]3[CH2:24][CH2:25][N:20]([CH3:19])[CH2:21][CH2:22]3)[C:8]=2[CH:9]=1. Reported procedure: 10.6 g. of 10-chloro-8-fluoro-10,11-dihydro-3-methyldibenzo[b,f]thiepin, 200 ml. of chloroform and 11.4 g. of N-methylpiperazine are heated at reflux for 30 hours. The mixture is evaporated under reduced pressure. The resulting residue is worked up via the neutral portion in essentially the same manner as described in Example 1, and there is obtained 1-{8-fluoro10,11-dihydro-3-methyl-dibenzo[b,f]thiepin-10-yl}-4-methylpiperazine, having a melting point of 117°-121° C. By treatment with methanesu... The reactants are ( 2 ), C(=O)NC=1SC=C(N1)C(C(=O)NC1[C@@H]2N(C(=C(CS2)CSC=2SC=NN2)C(=O)O)C1=O)=NOCCBr (7-[2-(2-formamidothiazol-4-yl)-2-(2-bromoethoxyimino)acetamido]-3-(1,3,4-thiadiazol-2-yl)thiomethyl-3-cephem-4-carboxylic acid), Cl (hydrochloric acid), O1CCCC1 (tetrahydrofuran), Example 9 ( 2 ). Solvent: CO (methanol). The product is NC=1SC=C(N1)C(C(=O)NC1[C@@H]2N(C(=C(CS2)CSC=2SC=NN2)C(=O)O)C1=O)=NOCCBr (7-[2-(2-aminothiazol-4-yl)-2-(2-bromoethoxyimino)acetamido]-3-(1,3,4-thiadiazol-2-yl)thiomethyl-3-cephem-4-carboxylic acid). Isolated yield 80.2%. Reaction SMILES: C([NH:3][C:4]1[S:5][CH:6]=[C:7]([C:9](=[N:32][O:33][CH2:34][CH2:35][Br:36])[C:10]([NH:12][CH:13]2[C:30](=[O:31])[N:15]3[C:16]([C:27]([OH:29])=[O:28])=[C:17]([CH2:20][S:21][C:22]4[S:23][CH:24]=[N:25][N:26]=4)[CH2:18][S:19][C@H:14]23)=[O:11])[N:8]=1)=O.Cl.O1CCCC1>CO>[NH2:3][C:4]1[S:5][CH:6]=[C:7]([C:9](=[N:32][O:33][CH2:34][CH2:35][Br:36])[C:10]([NH:12][CH:13]2[C:30](=[O:31])[N:15]3[C:16]([C:27]([OH:29])=[O:28])=[C:17]([CH2:20][S:21][C:22]4[S:23][CH:24]=[N:25][N:26]=4)[CH2:18][S:19][C@H:14]23)=[O:11])[N:8]=1. Procedure details: N.M.R. δ(DMSO-d6, ppm): 3.3-3.9 (4H, m), 4.1-4.8 (4H, m), 5.23 (1H, d, J=5Hz), 5.84 (1H, dd, J=5 Hz, 9 Hz), 7.63 (1H, s), 8.72 (1H, s), 9.57 (1H, s), 9.71 (1H, d, J=9 Hz), 12.71 (1H, broad s). (2) A mixture of 7-[2-(2-formamidothiazol-4-yl)-2-(2-bromoethoxyimino)acetamido]-3-(1,3,4-thiadiazol-2-yl)thiomethyl-3-cephem-4-carboxylic acid (syn isomer, 1.5 g.), conc. hydrochloric acid (0.99 g.), tetrahydrofuran (10 ml.) and methanol (22 ml.) was treated in similar manner to that of Example 9 (2), to ... Reactants: Cl.Cl.C(C)(=O)N1[C@H](C[C@H](C2=CC(=CC=C12)N1C=NC(=C1)C)N)C ((cis)-1-acetyl-2-methyl-6-(4-methyl-1H-imidazol-1-yl)-1,2,3,4-tetrahydro-4-quinolinamine di-hydrochloride), CC(C)([O-])C.[Na+] (sodium tert-butoxide), C1(CCCCC1)P(C1=C(C=CC=C1)C=1C(=CC=CC1)N(C)C)C1CCCCC1 (2′-(dicyclohexylphosphino)-N,N-dimethylbiphenyl-2-amine), Intermediate 61, IC1=CC=C(C(=O)OC)C=C1 (methyl 4-iodobenzoate). Reagents/catalysts: C=1C=CC(=CC1)/C=C/C(=O)/C=C/C2=CC=CC=C2.C=1C=CC(=CC1)/C=C/C(=O)/C=C/C2=CC=CC=C2.C=1C=CC(=CC1)/C=C/C(=O)/C=C/C2=CC=CC=C2.[Pd].[Pd] (tris(dibenzylideneacetone)dipalladium(0)). Reaction conditions: temperature 70 celsius, time 5 hour. Yields the product C(C)(=O)N1[C@H](C[C@H](C2=CC(=CC=C12)N1C=NC(=C1)C)NC1=CC=C(C(=O)OC)C=C1)C (methyl 4-{[(cis)-1-acetyl-2-methyl-6-(4-methyl-1H-imidazol-1-yl)-1,2,3,4-tetrahydro-4-quinolinyl]amino}benzoate). Yield: 13.0%. As a reaction SMILES: Cl.Cl.[C:3]([N:6]1[C:15]2[C:10](=[CH:11][C:12]([N:16]3[CH:20]=[C:19]([CH3:21])[N:18]=[CH:17]3)=[CH:13][CH:14]=2)[C@H:9]([NH2:22])[CH2:8][C@@H:7]1[CH3:23])(=[O:5])[CH3:4].I[C:25]1[CH:34]=[CH:33][C:28]([C:29]([O:31][CH3:32])=[O:30])=[CH:27][CH:26]=1.CC(C)([O-])C.[Na+].C1(P(C2CCCCC2)C2C=CC=CC=2C2C(N(C)C)=CC=CC=2)CCCCC1>C1C=CC(/C=C/C(/C=C/C2C=CC=CC=2)=O)=CC=1.C1C=CC(/C=C/C(/C=C/C2C=CC=CC=2)=O)=CC=1.C1C=CC(/C=C/C(/C=C/C2C=CC=CC=2)=O)=CC=1.[Pd].[Pd]>[C:3]([N:6]1[C:15]2[C:10](=[CH:11][C:12]([N:16]3[CH:20]=[C:19]([CH3:21])[N:18]=[CH:17]3)=[CH:13][CH:14]=2)[C@H:9]([NH:22][C:25]2[CH:34]=[CH:33][C:28]([C:29]([O:31][CH3:32])=[O:30])=[CH:27][CH:26]=2)[CH2:8][C@@H:7]1[CH3:23])(=[O:5])[CH3:4] |f:0.1.2,4.5,7.8.9.10.11|. Reported procedure: A flask was charged with (cis)-1-acetyl-2-methyl-6-(4-methyl-1H-imidazol-1-yl)-1,2,3,4-tetrahydro-4-quinolinamine di-hydrochloride (for a preparation see Intermediate 61) (250 mg, 0.700 mmol), methyl 4-iodobenzoate (202 mg, 0.770 mmol), sodium tert-butoxide (235 mg, 2.449 mmol), 2′-(dicyclohexylphosphino)-N,N-dimethylbiphenyl-2-amine (DavePhos) (55.0 mg, 0.140 mmol) and tris(dibenzylideneacetone)dipalladium(0) (64.1 mg, 0.070 mmol) then filled with dried degassed toluene (15 mL) and the resultin... The reactants are [BH3-]C#N, C1CCOC1, CN, CO, ClCCl, Cl, [Na+], [Na+], O=C([O-])O, C=CCC(C=O)C1c2ccccc2COc2ccccc21. Yields the product C=CCC(CNC)C1c2ccccc2COc2ccccc21. As a reaction SMILES: [C:25]([BH3-:26])#[N:27].[CH2:34]1[O:35][CH2:36][CH2:37][CH2:38]1.[CH3:23][NH2:24].[CH3:39][OH:40].[Cl:41][CH2:42][Cl:43].[ClH:22].[Na+:28].[Na+:33].[O-:29][C:30]([OH:31])=[O:32].[cH:1]1[cH:2][cH:3][cH:4][c:5]2[c:11]1[CH:10]([CH:12]([CH:13]=[O:14])[CH2:15][CH:16]=[CH2:17])[c:9]1[c:8]([cH:21][cH:20][cH:19][cH:18]1)[CH2:7][O:6]2>>[cH:1]1[cH:2][cH:3][cH:4][c:5]2[c:11]1[CH:10]([CH:12]([CH2:13][NH:24][CH3:23])[CH2:15][CH:16]=[CH2:17])[c:9]1[c:8]([cH:21][cH:20][cH:19][cH:18]1)[CH2:7][O:6]2.